Dataset: the Open Reaction Database (ORD), a public repository of structured organic reaction records. Task: describe an organic reaction: reactants, conditions, products, and yield Reactants: O=C1Nc2cccc3c2C1(CCCCBr)CCC3, CC(C)(C)OC(=O)N1CCN(C2CCCCc3ccccc32)CC1, O=C([O-])[O-], CO, CN(C)C=O, Cl, [K+], [K+], O. Yields the product O=C1Nc2cccc3c2C1(CCCCN1CCN(C2CCCCc4ccccc42)CC1)CCC3. Reaction SMILES: [Br:25][CH2:26][CH2:27][CH2:28][CH2:29][C:30]12[C:31](=[O:42])[NH:32][c:33]3[cH:34][cH:35][cH:36][c:37]([c:38]31)[CH2:39][CH2:40][CH2:41]2.[C:1]([O:2][C:3](=[O:4])[N:8]1[CH2:9][CH2:10][N:11]([CH:14]2[CH2:15][CH2:16][CH2:17][CH2:18][c:19]3[c:20]2[cH:21][cH:22][cH:23][cH:24]3)[CH2:12][CH2:13]1)([CH3:5])([CH3:6])[CH3:7].[C:43](=[O:44])([O-:45])[O-:46].[CH3:50][OH:51].[CH3:53][N:54]([CH3:55])[CH:56]=[O:57].[ClH:52].[K+:47].[K+:48].[OH2:49]>>[N:8]1([CH2:26][CH2:27][CH2:28][CH2:29][C:30]23[C:31](=[O:42])[NH:32][c:33]4[cH:34][cH:35][cH:36][c:37]([c:38]42)[CH2:39][CH2:40][CH2:41]3)[CH2:9][CH2:10][N:11]([CH:14]2[CH2:15][CH2:16][CH2:17][CH2:18][c:19]3[c:20]2[cH:21][cH:22][cH:23][cH:24]3)[CH2:12][CH2:13]1. Reactants: N1[C@H](CCC1)CC1=CNC2=CC=C(C=C12)CCS(=O)(=O)CC ((R)-3-(pyrrolidin-2-ylmethyl)-5-(2-ethylsulphonylethyl)-1H-indole), C([O-])([O-])=O.[Na+].[Na+] (sodium carbonate), C(C)I (ethyl iodide). Run in CN(C=O)C (dimethylformamide). Run at temperature 120 celsius. Yields the product C(C)N1[C@H](CCC1)CC1=CNC2=CC=C(C=C12)CCS(=O)(=O)CC ((R)-3-(N-Ethylpyrrolidin-2-ylmethyl)-5-(2-ethylsulphonylethyl)-1H-indole). Yield: 35.9%. RXN SMILES: [NH:1]1[CH2:5][CH2:4][CH2:3][C@@H:2]1[CH2:6][C:7]1[C:15]2[C:10](=[CH:11][CH:12]=[C:13]([CH2:16][CH2:17][S:18]([CH2:21][CH3:22])(=[O:20])=[O:19])[CH:14]=2)[NH:9][CH:8]=1.C(=O)([O-])[O-].[Na+].[Na+].[CH2:29](I)[CH3:30]>CN(C)C=O>[CH2:29]([N:1]1[CH2:5][CH2:4][CH2:3][C@@H:2]1[CH2:6][C:7]1[C:15]2[C:10](=[CH:11][CH:12]=[C:13]([CH2:16][CH2:17][S:18]([CH2:21][CH3:22])(=[O:20])=[O:19])[CH:14]=2)[NH:9][CH:8]=1)[CH3:30] |f:1.2.3|. Procedure: To a solution of (R)-3-(pyrrolidin-2-ylmethyl)-5-(2-ethylsulphonylethyl)-1H-indole (0.27 g, 0.8 mmol) in dimethylformamide (dried over 4A sieves) (5 mls), was added sodium carbonate (90 mgs) and ethyl iodide (0.07 mls, 0.88 mmol) at room temperature. The mixture was heated at 120° C. under nitrogen for 16 hours. After cooling to room temperature the reaction mixture was partitioned between ethyl acetate and water. The separated organic phase was washed with water (3x), dried (Na2SO4) and evapora... The reactants are ClCCl, CCOC(C)=O, O=C(COc1ccccc1)NC1C(=O)N2C(C(=O)OCc3ccccc3)N=CSC12, C1CCOC1, O. Product: O=C(COc1ccccc1)NC1C(=O)N2C(C(=O)OCc3ccccc3)NCSC12. RXN SMILES: [CH2:43]([Cl:44])[Cl:45].[CH3:37][CH2:38][O:39][C:40](=[O:41])[CH3:42].[O:1]([c:2]1[cH:3][cH:4][cH:5][cH:6][cH:7]1)[CH2:8][C:9](=[O:10])[NH:11][CH:12]1[CH:13]2[S:14][CH:15]=[N:16][CH:17]([C:21](=[O:22])[O:23][CH2:24][c:25]3[cH:26][cH:27][cH:28][cH:29][cH:30]3)[N:18]2[C:19]1=[O:20].[O:32]1[CH2:33][CH2:34][CH2:35][CH2:36]1.[OH2:31]>>[O:1]([c:2]1[cH:3][cH:4][cH:5][cH:6][cH:7]1)[CH2:8][C:9](=[O:10])[NH:11][CH:12]1[CH:13]2[S:14][CH2:15][NH:16][CH:17]([C:21](=[O:22])[O:23][CH2:24][c:25]3[cH:26][cH:27][cH:28][cH:29][cH:30]3)[N:18]2[C:19]1=[O:20]. Starting materials: [K] (potassium), C(C(=O)[O-])(=O)OCC (ethyl oxalate), CC1=C(C=C(C=C1C)[N+](=O)[O-])N=COC (methyl N-(2,3-dimethyl-5-nitrophenyl)formimidate). Solvent: CN(C=O)C (dimethylformamide), CN(C=O)C (dimethylformamide). Conditions: temperature 40 celsius. The product is CC1=C2C=CNC2=CC(=C1)[N+](=O)[O-] (4-Methyl-6-Nitroindole). RXN SMILES: [K].C(OCC)(=O)C([O-])=O.[CH3:10][C:11]1[C:16]([CH3:17])=[CH:15][C:14]([N+:18]([O-:20])=[O:19])=[CH:13][C:12]=1[N:21]=[CH:22]OC>CN(C)C=O>[CH3:17][C:16]1[CH:15]=[C:14]([N+:18]([O-:20])=[O:19])[CH:13]=[C:12]2[C:11]=1[CH:10]=[CH:22][NH:21]2 |^1:0|. Procedure details: A solution of 31 g of potassium ethoxylate, 51 ml of ethyl oxalate and 0.25 l of dimethylformamide is added to a solution of methyl N-(2,3-dimethyl-5-nitrophenyl)formimidate (52 g) in 0.37 l of dimethylformamide. The temperature of the mixture is raised to 40° C. for 3 hours. The precipitate is filtered off and washed with water. The precipitate is taken up in hot isopropyl ether and then filtration is carried out. The reactants are O=C([O-])[O-], Cc1ccc(O)cn1, CC(C)=O, CCOC(C)=O, O=[N+]([O-])c1ccc(F)c(Cl)c1, [K+], [K+]. The product is Cc1ccc(Oc2ccc([N+](=O)[O-])cc2Cl)cn1. Reaction SMILES: [C:9](=[O:10])([O-:11])[O-:12].[CH3:1][c:2]1[cH:3][cH:4][c:5]([OH:8])[cH:6][n:7]1.[CH3:26][C:27](=[O:28])[CH3:29].[CH3:30][CH2:31][O:32][C:33]([CH3:34])=[O:35].[Cl:15][c:16]1[c:17]([F:25])[cH:18][cH:19][c:20]([N+:22](=[O:23])[O-:24])[cH:21]1.[K+:13].[K+:14]>>[CH3:1][c:2]1[cH:3][cH:4][c:5]([O:8][c:17]2[c:16]([Cl:15])[cH:21][c:20]([N+:22](=[O:23])[O-:24])[cH:19][cH:18]2)[cH:6][n:7]1. RXN SMILES: Cl.Cl.[NH:3]1[CH2:8][CH2:7][CH2:6][C@@H:5]([CH2:9][N:10]2[CH2:15][CH2:14][N:13]([C:16]([O:18][CH2:19][C:20]3[CH:25]=[CH:24][CH:23]=[CH:22][CH:21]=3)=[O:17])[CH2:12][CH2:11]2)[CH2:4]1.C(N(CC)C(C)C)(C)C.[C:35]1([CH2:41][CH:42]=O)[CH:40]=[CH:39][CH:38]=[CH:37][CH:36]=1.S([O-])([O-])(=O)=O.[Mg+2].C(O[BH-](OC(=O)C)OC(=O)C)(=O)C.[Na+]>C1COCC1>[C:35]1([CH:41]([N:3]2[CH2:8][CH2:7][CH2:6][C@H:5]([CH2:9][N:10]3[CH2:11][CH2:12][N:13]([C:16]([O:18][CH2:19][C:20]4[CH:21]=[CH:22][CH:23]=[CH:24][CH:25]=4)=[O:17])[CH2:14][CH2:15]3)[CH2:4]2)[CH3:42])[CH:40]=[CH:39][CH:38]=[CH:37][CH:36]=1 |f:0.1.2,5.6,7.8|. The product is C1(=CC=CC=C1)C(C)N1C[C@H](CCC1)CN1CCN(CC1)C(=O)OCC1=CC=CC=C1 (Benzyl 4-{[(3R)-1-phenylethylpiperidin-3-yl]methyl}piperazine-1-carboxylate). Starting materials: Cl.Cl.N1C[C@@H](CCC1)CN1CCN(CC1)C(=O)OCC1=CC=CC=C1 (Benzyl 4-[(3R)-piperidin-3-ylmethyl]piperazine-1-carboxylate dihydrochloride), S(=O)(=O)([O-])[O-].[Mg+2] (magnesium sulphate), C(C)(=O)O[BH-](OC(C)=O)OC(C)=O.[Na+] (sodium triacetoxyborohydride), C(C)(C)N(C(C)C)CC (N,N-Diisopropylethylamine), C1(=CC=CC=C1)CC=O (phenylacetaldehyde). Reported procedure: Benzyl 4-[(3R)-piperidin-3-ylmethyl]piperazine-1-carboxylate dihydrochloride (1.5 g) was suspended in THF (45 ml) and stirred at room temperature. N,N-Diisopropylethylamine (3.3 ml) was added followed by phenylacetaldehyde (0.9 ml) and magnesium sulphate (300 mg). After 20 minutes sodium triacetoxyborohydride (1.6 g) was added and stirring continued overnight. Inorganic residues were removed by filtration and the filtrate was adsorbed onto silica for purification by chromatography eluting with 0... Run in C1CCOC1 (THF). Reactants: O=[N+]([O-])c1ccc(Br)c(CCO)c1, C1CCOC1, CI, [H-], [Na+]. Product: COCCc1cc([N+](=O)[O-])ccc1Br. As a reaction SMILES: [Br:1][c:2]1[c:3]([CH2:11][CH2:12][OH:13])[cH:4][c:5]([N+:8](=[O:9])[O-:10])[cH:6][cH:7]1.[CH2:18]1[O:19][CH2:20][CH2:21][CH2:22]1.[CH3:16][I:17].[H-:15].[Na+:14]>>[Br:1][c:2]1[c:3]([CH2:11][CH2:12][O:13][CH3:16])[cH:4][c:5]([N+:8](=[O:9])[O-:10])[cH:6][cH:7]1. The reactants are O (water), FC1=C(CBr)C=CC=C1 (2-fluorobenzyl bromide), ClC1=CC=C2C(=NNC2=C1)C#N (6-chloro-1H-indazole-3-carbonitrile), C([O-])([O-])=O.[K+].[K+] (potassium carbonate). Run in CN(C)C=O (DMF), CN(C)C=O (DMF). Reaction conditions: time 8 hour. The product is ClC1=CC=C2C(=NN(C2=C1)CC1=C(C=CC=C1)F)C#N (6-Chloro-1-(2-fluorobenzyl)-1H-indazole-3-carbonitrile). Isolated yield 102.3%. Reaction SMILES: [F:1][C:2]1[CH:9]=[CH:8][CH:7]=[CH:6][C:3]=1[CH2:4]Br.[Cl:10][C:11]1[CH:19]=[C:18]2[C:14]([C:15]([C:20]#[N:21])=[N:16][NH:17]2)=[CH:13][CH:12]=1.C(=O)([O-])[O-].[K+].[K+].O>CN(C=O)C>[Cl:10][C:11]1[CH:19]=[C:18]2[C:14]([C:15]([C:20]#[N:21])=[N:16][N:17]2[CH2:4][C:3]2[CH:6]=[CH:7][CH:8]=[CH:9][C:2]=2[F:1])=[CH:13][CH:12]=1 |f:2.3.4|. Reported procedure: Under argon, 2.45 ml (14.2 mmol) of 2-fluorobenzyl bromide, dissolved in 10 ml DMF, were added to a mixture of 2.3 g (12.9 mmol) of 6-chloro-1H-indazole-3-carbonitrile (WO 2011/149921, Expl. 58C) and 2.15 g (15.5 mmol) of potassium carbonate in 40 ml of DMF, and the mixture was stirred at RT overnight. Then the mixture was poured onto 90 ml of water and the mixture was stirred at room temperature for 30 min. The precipitated solids were filtered off, washed with water and dried under high vacuum... Starting materials: C(#N)C1=CC=C(CN2C=NC=C2CC(=O)NC(C(=O)N(CC2=CC=CC=C2)C)CNC(=O)OC(C)(C)C)C=C1 (2(RS)-{[1-(4-Cyanobenzyl)-1H-imidazol-5-yl]acetyl}amino -3-(t-butoxycarbonyl)amino-N-methyl-N-benzyl propionamide), Cl (HCl). The solvent is CCOC(=O)C (EtOAc). Run at time 15 minute. Product: C(#N)C1=CC=C(CN2C=NC=C2CC(=O)NC(C(=O)N(CC2=CC=CC=C2)C)CN)C=C1 (2(RS)-{[1-(4-Cyanobenzyl)-1H-imidazol-5-yl]acetyl}amino-3-amino-N-methyl-N-benzyl-propionamide). Reaction SMILES: [C:1]([C:3]1[CH:39]=[CH:38][C:6]([CH2:7][N:8]2[C:12]([CH2:13][C:14]([NH:16][CH:17]([CH2:29][NH:30]C(OC(C)(C)C)=O)[C:18]([N:20]([CH3:28])[CH2:21][C:22]3[CH:27]=[CH:26][CH:25]=[CH:24][CH:23]=3)=[O:19])=[O:15])=[CH:11][N:10]=[CH:9]2)=[CH:5][CH:4]=1)#[N:2].Cl>CCOC(C)=O>[C:1]([C:3]1[CH:4]=[CH:5][C:6]([CH2:7][N:8]2[C:12]([CH2:13][C:14]([NH:16][CH:17]([CH2:29][NH2:30])[C:18]([N:20]([CH3:28])[CH2:21][C:22]3[CH:27]=[CH:26][CH:25]=[CH:24][CH:23]=3)=[O:19])=[O:15])=[CH:11][N:10]=[CH:9]2)=[CH:38][CH:39]=1)#[N:2]. Procedure details: A solution of the product from Example 27 (86.3 mg, 0.163 mmol) in EtOAc (5 ml) at 0° C. was saturated with gaseous HCl and stirred for 15 min. The solvent was evaporated and the title compound was dried in vacuo.